From a dataset of the Open Reaction Database (ORD), a public repository of structured organic reaction records. describe an organic reaction: reactants, conditions, products, and yield Reactants: C(C)(=O)O[BH-](OC(C)=O)OC(C)=O.[Na+] (Sodium triacetoxyborohydride), C(C)(=O)O (acetic acid), FC1=C(C=C(C=C1)C=1C=C2C=CNC2=CC1)C=O (5-(4-fluoro-3-formylphenyl)-1H-indole), CN1CCC(CC1)N (1-methyl-piperidin-4-ylamine). The solvent is ClCCCl (1,2-dichloroethane), ClCCl (dichloromethane). Run at time 8 hour. Product: FC1=C(CNC2CCN(CC2)C)C=C(C=C1)C=1C=C2C=CNC2=CC1 ([2-Fluoro-5-(1H-indol-5-yl)-benzyl]-(1-methyl-piperidin-4-yl)-amine). The yield is 117.6%. Reaction SMILES: C(O[BH-](OC(=O)C)OC(=O)C)(=O)C.[Na+].C(O)(=O)C.[F:19][C:20]1[CH:25]=[CH:24][C:23]([C:26]2[CH:27]=[C:28]3[C:32](=[CH:33][CH:34]=2)[NH:31][CH:30]=[CH:29]3)=[CH:22][C:21]=1[CH:35]=O.[CH3:37][N:38]1[CH2:43][CH2:42][CH:41]([NH2:44])[CH2:40][CH2:39]1>ClCCCl.ClCCl>[F:19][C:20]1[CH:25]=[CH:24][C:23]([C:26]2[CH:27]=[C:28]3[C:32](=[CH:33][CH:34]=2)[NH:31][CH:30]=[CH:29]3)=[CH:22][C:21]=1[CH2:35][NH:44][CH:41]1[CH2:42][CH2:43][N:38]([CH3:37])[CH2:39][CH2:40]1 |f:0.1|. Procedure: Sodium triacetoxyborohydride (400 mg, 1.88 mmol) and then enough acetic acid to bring the pH to 5 were added to a solution of 5-(4-fluoro-3-formylphenyl)-1H-indole (150 mg, 0.63 mmol) and 1-methyl-piperidin-4-ylamine (144 mg, 1.23 mmol) in 15 mL of 1,2-dichloroethane. The mixture was stirred at ambient temperature overnight, and then it was diluted with dichloromethane and washed with water. The aqueous phase extracted with dichloromethane, and the combined organic phases were dried over magnesi... Reactants: stannous chloride, C(C)C1=NN=C(N1C1=CC=C(C=C1)[N+](=O)[O-])C1=CC=C(C=C1)OC (3-ethyl-5-(4-methoxyphenyl)-4-(4-nitrophenyl)-4H-1,2,4-triazole). The solvent is Cl (hydrochloric acid), Cl (hydrochloric acid). Run at time 2 hour. Yields the product C(C)C1=NN=C(N1C1=CC=C(C=C1)N)C1=CC=C(C=C1)OC (4-[3-ethyl-5-(4-methoxyphenyl)-4H-1,2,4-triazol-4-yl]-benzeneamine). Yield: 41.9%. Reaction SMILES: [CH2:1]([C:3]1[N:7]([C:8]2[CH:13]=[CH:12][C:11]([N+:14]([O-])=O)=[CH:10][CH:9]=2)[C:6]([C:17]2[CH:22]=[CH:21][C:20]([O:23][CH3:24])=[CH:19][CH:18]=2)=[N:5][N:4]=1)[CH3:2]>Cl>[CH2:1]([C:3]1[N:7]([C:8]2[CH:9]=[CH:10][C:11]([NH2:14])=[CH:12][CH:13]=2)[C:6]([C:17]2[CH:22]=[CH:21][C:20]([O:23][CH3:24])=[CH:19][CH:18]=2)=[N:5][N:4]=1)[CH3:2]. Procedure: A solution of 23 g of stannous chloride in 20 ml of concentrated hydrochloric acid was added all at once to a solution of 10 g of 3-ethyl-5-(4-methoxyphenyl)-4-(4-nitrophenyl)-4H-1,2,4-triazole in 50 ml of concentrated hydrochloric acid and the mixture was vigorously stirred for 2 hours and was filtered. The recovered product was washed with N hydrochloric acid and was added to aqueous 5N sodium hydroxide solution. The mixture was stirred for 2 hours and was filtered and the white crystals were ...